From a dataset of the Open Reaction Database (ORD), a public repository of structured organic reaction records. describe an organic reaction: reactants, conditions, products, and yield Procedure: To a solution of (2R,3R,4R,5S)-4-(acetyloxy)-5-{3-[(acetyloxy)methyl]isoxazol-5-yl}-2-(6-chloro-9H-purin-9-yl)tetrahydrofuran-3-yl acetate (20 mg) in isopropyl alcohol (2 ml) was added N,N-diisopropylethylamine (0.043 ml) and 2-hydroxycyclopentylamine hydrochloride (11.4 mg). The mixture was stirred at 50° C., under nitrogen for 18 h, cooled and evaporated to dryness in vacuo. The resulting residue was purified by automated preparative HPLC (gradient profile 5%-90% (ii) over 20 min) to give the ... Solvent: C(C)(C)O (isopropyl alcohol), CO (methanol). As a reaction SMILES: C([O:4][C@@H:5]1[C@H:9]([O:10]C(=O)C)[C@@H:8]([C:14]2[O:18][N:17]=[C:16]([CH2:19][O:20]C(=O)C)[CH:15]=2)[O:7][C@H:6]1[N:24]1[CH:32]=[N:31][C:30]2[C:25]1=[N:26][CH:27]=[N:28][C:29]=2Cl)(=O)C.C(N(CC)C(C)C)(C)C.Cl.[OH:44][CH:45]1[CH2:49][CH2:48][CH2:47][CH:46]1[NH2:50].C(N)(C)(C)C>C(O)(C)C.CO>[OH:44][C@H:45]1[CH2:49][CH2:48][CH2:47][C@@H:46]1[NH:50][C:29]1[N:28]=[CH:27][N:26]=[C:25]2[C:30]=1[N:31]=[CH:32][N:24]2[C@H:6]1[C@H:5]([OH:4])[C@H:9]([OH:10])[C@@H:8]([C:14]2[O:18][N:17]=[C:16]([CH2:19][OH:20])[CH:15]=2)[O:7]1 |f:2.3|. Yield: 28.7%. Starting materials: C(C)(=O)O[C@H]1[C@@H](O[C@@H]([C@H]1OC(C)=O)C1=CC(=NO1)COC(C)=O)N1C2=NC=NC(=C2N=C1)Cl ((2R,3R,4R,5S)-4-(acetyloxy)-5-{3-[(acetyloxy)methyl]isoxazol-5-yl}-2-(6-chloro-9H-purin-9-yl)tetrahydrofuran-3-yl acetate), C(C)(C)N(C(C)C)CC (N,N-diisopropylethylamine), Cl.OC1C(CCC1)N (2-hydroxycyclopentylamine hydrochloride), C(C)(C)(C)N (t-butylamine). Reaction conditions: temperature 50 celsius, time 18 hour. The product is O[C@@H]1[C@H](CCC1)NC1=C2N=CN(C2=NC=N1)[C@@H]1O[C@@H]([C@H]([C@H]1O)O)C1=CC(=NO1)CO ((2R,3R,4S,5S)-2-(6-{[(1S,2S)-2-hydroxycyclopentyl]amino}-9H-purin-9-yl)-5-[3-(hydroxymethyl)isoxazol-5-yl]tetrahydrofuran-3,4-diol). Starting materials: O, O=[N+]([O-])O, O=S1(=O)CCCC1, O=C1c2ccccc2C(=O)c2ccccc21. The product is O=C1c2ccccc2C(=O)c2c1cccc2[N+](=O)[O-]. RXN SMILES: [OH2:28].[OH:17][N+:18]([O-:19])=[O:20].[S:21]1(=[O:26])(=[O:27])[CH2:22][CH2:23][CH2:24][CH2:25]1.[cH:1]1[cH:2][cH:3][cH:4][c:5]2[c:14]1[C:13](=[O:15])[c:12]1[c:7]([cH:8][cH:9][cH:10][cH:11]1)[C:6]2=[O:16]>>[cH:1]1[cH:2][cH:3][cH:4][c:5]2[c:14]1[C:13](=[O:15])[c:12]1[c:7]([c:8]([N+:18](=[O:17])[O-:19])[cH:9][cH:10][cH:11]1)[C:6]2=[O:16]. Reactants: N1CCC2(CC1)C=CC1=CC=CC=C12 (Spiro(1H-indene-1,4'-piperidine)), C12C(C3CC(CC(C1)C3)C2)N=C=O (2-adamantyl isocyanate), C12C(C3CC(CC(C1)C3)C2)N=C=O (2-adamantyl isocyanate). The reagents and catalysts are C(C)N(CC)CC (triethylamine). Solvent: C(Cl)Cl (CH2Cl2). Reaction conditions: time 8 hour. Product: C12C(C3CC(CC(C1)C3)C2)NC(=O)N2CCC3(CC2)C=CC2=CC=CC=C23 (N-Tricyclo(3.3.1.1 (3,7))dec-2-yl-spiro(1H-indene-1,4'-piperidine)-1'-carboxamide). Reaction SMILES: [NH:1]1[CH2:6][CH2:5][C:4]2([C:14]3[C:9](=[CH:10][CH:11]=[CH:12][CH:13]=3)[CH:8]=[CH:7]2)[CH2:3][CH2:2]1.[CH:15]12[CH2:24][CH:19]3[CH2:20][CH:21]([CH2:23][CH:17]([CH2:18]3)[CH:16]1[N:25]=[C:26]=[O:27])[CH2:22]2>C(Cl)Cl.C(N(CC)CC)C>[CH:17]12[CH2:23][CH:21]3[CH2:20][CH:19]([CH2:24][CH:15]([CH2:22]3)[CH:16]1[NH:25][C:26]([N:1]1[CH2:6][CH2:5][C:4]3([C:14]4[C:9](=[CH:10][CH:11]=[CH:12][CH:13]=4)[CH:8]=[CH:7]3)[CH2:3][CH2:2]1)=[O:27])[CH2:18]2. Procedure details: Spiro(1H-indene-1,4'-piperidine) (20 mg, 0.108 mmol) and 2-adamantyl isocyanate (18 mg, 0.10 mmol) were combined in CH2Cl2 and stirred overnight at ambient temperature. An additional 5 mg (0.028 mmol) of 2-adamantyl isocyanate and 2 drops of triethylamine were added and the mixture again stirred overnight at ambient temperature. The mixture was chromatographed directly on a silica gel column eluted with CH2Cl2 followed by 0.5% and 1% methanol in CH2Cl2. The product fractions were combined and ev... Reactants: [OH-].[Li+] (lithium hydroxide), Cl (hydrochloric acid), N1C(=NC=C1)NC(=O)CCN1N=CC2=CC(=CC=C12)C(=O)OCC (1-(2-(N-imidazol-2-ylaminocarbonyl)ethyl)-5-ethoxycarbonylindazole), O1CCCC1 (tetrahydrofuran), [OH-].[Li+] (lithium hydroxide). Run in O (water). Reaction conditions: time 21 hour. The product is N1C(=NC=C1)NC(=O)CCN1N=CC2=CC(=CC=C12)C(=O)O (1-(2-(N-imidazol-2-ylaminocarbonyl)ethyl)-5-carboxyindazole). The yield is 37.0%. RXN SMILES: [NH:1]1[CH:5]=[CH:4][N:3]=[C:2]1[NH:6][C:7]([CH2:9][CH2:10][N:11]1[C:19]2[C:14](=[CH:15][C:16]([C:20]([O:22]CC)=[O:21])=[CH:17][CH:18]=2)[CH:13]=[N:12]1)=[O:8].O1CCCC1.[OH-].[Li+].Cl>O>[NH:3]1[CH:4]=[CH:5][N:1]=[C:2]1[NH:6][C:7]([CH2:9][CH2:10][N:11]1[C:19]2[C:14](=[CH:15][C:16]([C:20]([OH:22])=[O:21])=[CH:17][CH:18]=2)[CH:13]=[N:12]1)=[O:8] |f:2.3|. Procedure details: A mixture of the product of Example 1327b Part C (145 mg, 443 μmol), tetrahydrofuran (2 mL) and water (2 mL) was treated with aqueous lithium hydroxide (1.0 M; 0.56 mL, 560 μmol) and stirred at room temperature for 21 h. The reaction was incomplete by thin-layer chromatography, so additional lithium hydroxide solution (a total of 1.35 mL) was added in four portions over the next 8 h. After stirring for 16 h more, the reaction was acidified with aqueous hydrochloric acid (1.0M) and concentrated u... The reactants are C1(=CC=CC=C1)S(=O)(=O)N1C(N(C(C1)C1=CC=C(C=C1)Br)C1=CC=CC=C1)=O (1-benzenesulfonyl-4-(4-bromo-phenyl)-3-phenyl-imidazolidin-2-one), CC1=C(C=C(C=C1)C)B(O)O (2,5-dimethylphenylboronic acid), C([O-])([O-])=O.[Na+].[Na+] (sodium carbonate). Reagents/catalysts: C1=CC=C(C=C1)P([C-]2C=CC=C2)C3=CC=CC=C3.C1=CC=C(C=C1)P([C-]2C=CC=C2)C3=CC=CC=C3.Cl[Pd]Cl.[Fe+2].ClCCl (dichloro[1,1′-bis(diphenylphosphino)ferrocene]palladium dichloromethane). The solvent is O1CCOCC1.O (dioxane water). The product is C1(=CC=CC=C1)S(=O)(=O)N1C(N(C(C1)C1=CC=C(C=C1)C1=C(C=CC(=C1)C)C)C1=CC=CC=C1)=O (1-benzenesulfonyl-4-(2′,5′-dimethyl-biphenyl 4-yl)-3-phenyl-imidazolidin-2-one). RXN SMILES: [C:1]1([S:7]([N:10]2[CH2:14][CH:13]([C:15]3[CH:20]=[CH:19][C:18](Br)=[CH:17][CH:16]=3)[N:12]([C:22]3[CH:27]=[CH:26][CH:25]=[CH:24][CH:23]=3)[C:11]2=[O:28])(=[O:9])=[O:8])[CH:6]=[CH:5][CH:4]=[CH:3][CH:2]=1.[CH3:29][C:30]1[CH:35]=[CH:34][C:33]([CH3:36])=[CH:32][C:31]=1B(O)O.C(=O)([O-])[O-].[Na+].[Na+]>O1CCOCC1.O.C1C=CC(P(C2C=CC=CC=2)[C-]2C=CC=C2)=CC=1.C1C=CC(P(C2C=CC=CC=2)[C-]2C=CC=C2)=CC=1.Cl[Pd]Cl.[Fe+2].ClCCl>[C:1]1([S:7]([N:10]2[CH2:14][CH:13]([C:15]3[CH:20]=[CH:19][C:18]([C:31]4[CH:32]=[C:33]([CH3:36])[CH:34]=[CH:35][C:30]=4[CH3:29])=[CH:17][CH:16]=3)[N:12]([C:22]3[CH:27]=[CH:26][CH:25]=[CH:24][CH:23]=3)[C:11]2=[O:28])(=[O:9])=[O:8])[CH:6]=[CH:5][CH:4]=[CH:3][CH:2]=1 |f:2.3.4,5.6,7.8.9.10.11|. Reported procedure: In analogy to example 1, step 3,1-benzenesulfonyl-4-(4-bromo-phenyl)-3-phenyl-imlidazolidin-2-one (example 1, step 2) was reacted with 2,5-dimethylphenylboronic acid in the presence of dichloro[1,1′-bis(diphenylphosphino)ferrocene]palladium dichloromethane adduct and sodium carbonate in dioxane/water to give 1-benzenesulfonyl-4-(2′,5′-dimethyl-biphenyl 4-yl)-3-phenyl-imidazolidin-2-one as a colorless solid. MS: 483.2 ([M+H]+) Starting materials: C1(CCCC1)OC=1C=C(C=CC1OC)C1(CC(CCC1)=O)C#C ((±)-3-(3-cyclopentyloxy-4-methoxyphenyl)-3-ethynyl-cyclohexan-1one), IC1=CC(=CC=C1)NS(=O)(=O)C (1-iodo-3-methanesulfonamidobenzene), C1(=CC=CC=C1)P(C1=CC=CC=C1)C1=CC=CC=C1 (triphenylphosphine). The reagents and catalysts are C=1C=CC(=CC1)[P](C=2C=CC=CC2)(C=3C=CC=CC3)[Pd]([P](C=4C=CC=CC4)(C=5C=CC=CC5)C=6C=CC=CC6)([P](C=7C=CC=CC7)(C=8C=CC=CC8)C=9C=CC=CC9)[P](C=1C=CC=CC1)(C=1C=CC=CC1)C=1C=CC=CC1 (tetrakis(triphenylphosphine)palladium(0)), [Cu]I (copper(I) iodide). The solvent is C(C)N(CC)CC (triethylamine). Reaction conditions: temperature 80 celsius. Product: C1(CCCC1)OC=1C=C(C=CC1OC)C1(CC(CCC1)=O)C#CC1=CC(=CC=C1)NS(=O)(=O)C (3-(3-cyclopentyloxy-4-methoxyphenyl)-3-(3-methanesulfonamidophenylethynyl)cyclohexan-1-one). Yield: 58.4%. RXN SMILES: [CH:1]1([O:6][C:7]2[CH:8]=[C:9]([C:15]3([C:22]#[CH:23])[CH2:20][CH2:19][CH2:18][C:17](=[O:21])[CH2:16]3)[CH:10]=[CH:11][C:12]=2[O:13][CH3:14])[CH2:5][CH2:4][CH2:3][CH2:2]1.I[C:25]1[CH:30]=[CH:29][CH:28]=[C:27]([NH:31][S:32]([CH3:35])(=[O:34])=[O:33])[CH:26]=1.C1(P(C2C=CC=CC=2)C2C=CC=CC=2)C=CC=CC=1>C(N(CC)CC)C.C1C=CC([P]([Pd]([P](C2C=CC=CC=2)(C2C=CC=CC=2)C2C=CC=CC=2)([P](C2C=CC=CC=2)(C2C=CC=CC=2)C2C=CC=CC=2)[P](C2C=CC=CC=2)(C2C=CC=CC=2)C2C=CC=CC=2)(C2C=CC=CC=2)C2C=CC=CC=2)=CC=1.[Cu]I>[CH:1]1([O:6][C:7]2[CH:8]=[C:9]([C:15]3([C:22]#[C:23][C:25]4[CH:30]=[CH:29][CH:28]=[C:27]([NH:31][S:32]([CH3:35])(=[O:33])=[O:34])[CH:26]=4)[CH2:20][CH2:19][CH2:18][C:17](=[O:21])[CH2:16]3)[CH:10]=[CH:11][C:12]=2[O:13][CH3:14])[CH2:2][CH2:3][CH2:4][CH2:5]1 |^1:65,67,86,105|. Procedure details: To a solution of the compound from Example 3 (E1) (0.2 g, 0.64 mmol) and 1-iodo-3-methanesulfonamidobenzene (0.19 g, 0.64 mmol) in triethylamine (5 mL) under an argon atmosphere was added trace tetrakis(triphenylphosphine)palladium(0), copper(I) iodide and triphenylphosphine. The mixture was heated at 80° C. for 0.3 h, was cooled to room temperature and was concentrated in vacuo. The residue was purified by flash chromatography, eluting with 1:1 hexanes/ethyl acetate, to provide the title compou... As a reaction SMILES: [OH:1][N:2]1[CH:6]=[N:5][N:4]=[C:3]1[C:7]1[CH:12]=[CH:11][CH:10]=[CH:9][C:8]=1[N+:13]([O-])=O>C(O)C.[Pd]>[OH:1][N:2]1[CH:6]=[N:5][N:4]=[C:3]1[C:7]1[CH:12]=[CH:11][CH:10]=[CH:9][C:8]=1[NH2:13]. The reagents and catalysts are [Pd] (palladium on charcoal). The product is ON1C(=NN=C1)C1=C(C=CC=C1)N (4-Hydroxy-3-(2-aminophenyl)-[1 , 2, 4]triazole). Starting materials: ON1C(=NN=C1)C1=C(C=CC=C1)[N+](=O)[O-] (4-hydroxy-3-(2-nitrophenyl)-1 , 2, 4-triazole). Solvent: C(C)O (ethanol). Reported procedure: A solution of 4-hydroxy-3-(2-nitrophenyl)-1 , 2, 4-triazole (0.38 g, 1.8 mmol), prepared according H.G.O. Becker in J. Prakt. Chem., 1970, 312, 610, in 96% ethanol was hydrogenated over 5% palladium on charcoal at room temperature for 1 hour. The reaction was filtered through a pad of celite to give desired material on evaporation of the solvent.